From a dataset of the Open Reaction Database (ORD), a public repository of structured organic reaction records. describe an organic reaction: reactants, conditions, products, and yield Reactants: BrCCCCOC1=CC2=C(C(=NS2)C2=CC=C(C=C2)Cl)C=C1 (6-(4-Bromo-butoxy)-3-(4-chloro-phenyl)-benzo[d]isothiazole), C(C)NCC (Diethylamine). Product: ClC1=CC=C(C=C1)C1=NSC2=C1C=CC(=C2)OCCCCN(CC)CC ({4-[3-(4-Chloro-phenyl)-benzo[d]isothiazol-6-yloxy]-butyl}-diethyl-amine). As a reaction SMILES: Br[CH2:2][CH2:3][CH2:4][CH2:5][O:6][C:7]1[CH:22]=[CH:21][C:10]2[C:11]([C:14]3[CH:19]=[CH:18][C:17]([Cl:20])=[CH:16][CH:15]=3)=[N:12][S:13][C:9]=2[CH:8]=1.[CH2:23]([NH:25][CH2:26][CH3:27])[CH3:24]>>[Cl:20][C:17]1[CH:18]=[CH:19][C:14]([C:11]2[C:10]3[CH:21]=[CH:22][C:7]([O:6][CH2:5][CH2:4][CH2:3][CH2:2][N:25]([CH2:26][CH3:27])[CH2:23][CH3:24])=[CH:8][C:9]=3[S:13][N:12]=2)=[CH:15][CH:16]=1. Procedure details: According to the method in example 7, 6-(4-Bromo-butoxy)-3-(4-chloro-phenyl)-benzo[d]isothiazole and Diethylamine were converted to yield {4-[3-(4-Chloro-phenyl)-benzo[d]isothiazol-6-yloxy]-butyl}-diethyl-amine, MS: 389 (MH+, 1Cl).